Dataset: the Open Reaction Database (ORD), a public repository of structured organic reaction records. Task: describe an organic reaction: reactants, conditions, products, and yield Reactants: CCOC(=O)c1cc(OCC)c(N)c(OCC)c1, CC(C)C[Al+]CC(C)C, ClCCl, [H-]. Yields the product CCOc1cc(C=O)cc(OCC)c1N. As a reaction SMILES: [CH2:1]([O:3][C:4](=[O:2])[c:5]1[cH:6][c:7]([O:15][CH2:16][CH3:17])[c:8]([NH2:14])[c:9]([O:11][CH2:12][CH3:13])[cH:10]1)[CH3:18].[CH2:20]([Al+:21][CH2:22][CH:23]([CH3:24])[CH3:25])[CH:26]([CH3:27])[CH3:28].[Cl:29][CH2:30][Cl:31].[H-:19]>>[O:3]=[CH:4][c:5]1[cH:6][c:7]([O:15][CH2:16][CH3:17])[c:8]([NH2:14])[c:9]([O:11][CH2:12][CH3:13])[cH:10]1. Reactants: ClC=1C=C(C=C(C1)Cl)C(=O)N=C=S (3,5-dichloro-1-benzenecarbonyl isothiocyanate), ClC=1C=C(C=C(C1)Cl)C(=O)Cl (3,5-dichloro-1-benzenecarbonyl chloride), COC=1C=C2C(=CC=NC2=CC1OC)OC1=CC(=C(N)C=C1)F (4-[(6,7-Dimethoxy-4-quinolyl)oxy]-2-fluoroaniline). Run in C(C)O (ethanol), C(C)O (ethanol), C1(=CC=CC=C1)C (toluene). Run at time 2 hour. The product is ClC=1C=C(C=C(C1)Cl)C(=O)N=C=S (3,5-Dichloro-1-benzenecarbonyl isothiocyanate), ClC=1C=C(C(=O)NC(=S)NC2=C(C=C(C=C2)OC2=CC=NC3=CC(=C(C=C23)OC)OC)F)C=C(C1)Cl (N-(3,5-Dichlorobenzoyl)-N′-{4-[(6,7-dimethoxy-4-quinolyl)oxy]-2-fluorophenyl}thiourea). Yield: 64.0%. RXN SMILES: ClC1C=C(C(Cl)=O)C=C(Cl)C=1.[CH3:12][O:13][C:14]1[CH:15]=[C:16]2[C:21](=[CH:22][C:23]=1[O:24][CH3:25])[N:20]=[CH:19][CH:18]=[C:17]2[O:26][C:27]1[CH:33]=[CH:32][C:30]([NH2:31])=[C:29]([F:34])[CH:28]=1.[Cl:35][C:36]1[CH:37]=[C:38]([C:43]([N:45]=[C:46]=[S:47])=[O:44])[CH:39]=[C:40]([Cl:42])[CH:41]=1>C1(C)C=CC=CC=1.C(O)C>[Cl:35][C:36]1[CH:37]=[C:38]([C:43]([N:45]=[C:46]=[S:47])=[O:44])[CH:39]=[C:40]([Cl:42])[CH:41]=1.[Cl:35][C:36]1[CH:37]=[C:38]([CH:39]=[C:40]([Cl:42])[CH:41]=1)[C:43]([NH:45][C:46]([NH:31][C:30]1[CH:32]=[CH:33][C:27]([O:26][C:17]2[C:16]3[C:21](=[CH:22][C:23]([O:24][CH3:25])=[C:14]([O:13][CH3:12])[CH:15]=3)[N:20]=[CH:19][CH:18]=2)=[CH:28][C:29]=1[F:34])=[S:47])=[O:44]. Reported procedure: 3,5-Dichloro-1-benzenecarbonyl isothiocyanate was prepared using commercially available 3,5-dichloro-1-benzenecarbonyl chloride (80 mg) as a starting compound according to the description of the literature. 4-[(6,7-Dimethoxy-4-quinolyl)oxy]-2-fluoroaniline (50 mg) was dissolved in toluene (5 ml) and ethanol (1 ml) to prepare a solution. A solution of 3,5-dichloro-1-benzenecarbonyl isothiocyanate in ethanol (1 ml) was then added to the solution, and the mixture was stirred at room temperature for... Starting materials: ClC1=C(C=CC=C1)C1=NCC=2N(C3=C1C=C(S3)I)C(=NN2)C (4-(2-chlorophenyl)-2-iodo-9-methyl -6H-thieno[3,2-f][1,2,4] triazolo[4,3-a][1,4]diazepine), N1=CC(=CC=C1)OCC#C (1-(3-pyridinyloxy)-2-propyne). Yields the product ClC1=C(C=CC=C1)C1=NCC=2N(C3=C1C=C(S3)C#CCOC=3C=NC=CC3)C(=NN2)C (4-(2-Chlorophenyl)-9-methyl-2-[3-(3-pyridinyloxy)-1-propynyl]-6H-thieno [3,2-f][1,2,4]triazolo[4,3-a][1,4]diazepine). Reaction SMILES: [Cl:1][C:2]1[CH:7]=[CH:6][CH:5]=[CH:4][C:3]=1[C:8]1[C:14]2[CH:15]=[C:16](I)[S:17][C:13]=2[N:12]2[C:19]([CH3:22])=[N:20][N:21]=[C:11]2[CH2:10][N:9]=1.[N:23]1[CH:28]=[CH:27][CH:26]=[C:25]([O:29][CH2:30][C:31]#[CH:32])[CH:24]=1>>[Cl:1][C:2]1[CH:7]=[CH:6][CH:5]=[CH:4][C:3]=1[C:8]1[C:14]2[CH:15]=[C:16]([C:32]#[C:31][CH2:30][O:29][C:25]3[CH:24]=[N:23][CH:28]=[CH:27][CH:26]=3)[S:17][C:13]=2[N:12]2[C:19]([CH3:22])=[N:20][N:21]=[C:11]2[CH2:10][N:9]=1. Reported procedure: Coupling of 4-(2-chlorophenyl)-2-iodo-9-methyl -6H-thieno[3,2-f][1,2,4] triazolo[4,3-a][1,4]diazepine with 1-(3-pyridinyloxy)-2-propyne [ref. J. Bruhn J., Zsindely, H. Schmid and G. Frater, Helv. Chim. Acta 61, 2542 (1978)] under conditions described in EXAMPLE 37 yielded after the usual chromatographic isolation resinous material containing the title compound which did not crystallize and was therefore characterized spectroscopically only. Nmr (CDCl3): 2.72 ppm (s,3,Me) 4.95 (s,4,CH2 ; C6 -H), ... Reactants: COc1ccc(C(=O)N2c3ccccc3C(N(C(C)=O)c3ccc(NC(=O)OCc4ccccc4)cc3)CC2C)cc1, CO. The product is COc1ccc(C(=O)N2c3ccccc3C(N(C(C)=O)c3ccc(N)cc3)CC2C)cc1. Reaction SMILES: [C:1]([CH3:2])(=[O:3])[N:4]([c:5]1[cH:6][cH:7][c:8]([NH:11][C:12](=[O:13])[O:14][CH2:15][c:16]2[cH:17][cH:18][cH:19][cH:20][cH:21]2)[cH:9][cH:10]1)[CH:22]1[CH2:23][CH:24]([CH3:42])[N:25]([C:32]([c:33]2[cH:34][cH:35][c:36]([O:39][CH3:40])[cH:37][cH:38]2)=[O:41])[c:26]2[cH:27][cH:28][cH:29][cH:30][c:31]21.[CH3:43][OH:44]>>[C:1]([CH3:2])(=[O:3])[N:4]([c:5]1[cH:6][cH:7][c:8]([NH2:11])[cH:9][cH:10]1)[CH:22]1[CH2:23][CH:24]([CH3:42])[N:25]([C:32]([c:33]2[cH:34][cH:35][c:36]([O:39][CH3:40])[cH:37][cH:38]2)=[O:41])[c:26]2[cH:27][cH:28][cH:29][cH:30][c:31]21. Reactants: C(#N)CC(=O)NC1=C(C=C(C=C1)F)F (2-cyano-N-(2,4-difluorophenyl)acetamide), CO/C=C/C(C)=O ((3E)-4-methoxybut-3-en-2-one), N12CCN(CC1)CC2 (1,4-diazabicyclo[2.2.2]octane). Run in O1CCCC1 (tetrahydrofuran), Cl (hydrochloric acid), O1CCCC1 (tetrahydrofuran), C(C)(=O)OCC (ethyl acetate), COCCO (dimethyleneglycol monomethylether). Conditions: temperature 120 celsius, time 12 hour. Yields the product FC1=C(C=CC(=C1)F)N1C(C(=CC=C1C)C#N)=O (1-(2,4-difluorophenyl)-6-methyl-2-oxo-1,2-dihydropyridine-3-carbonitrile). Yield: 9.4%. Reaction SMILES: [C:1]([CH2:3][C:4]([NH:6][C:7]1[CH:12]=[CH:11][C:10]([F:13])=[CH:9][C:8]=1[F:14])=[O:5])#[N:2].CO/[CH:17]=[CH:18]/[C:19](=O)[CH3:20].N12CCN(CC1)CC2>COCCO.Cl.O1CCCC1.C(OCC)(=O)C>[F:14][C:8]1[CH:9]=[C:10]([F:13])[CH:11]=[CH:12][C:7]=1[N:6]1[C:19]([CH3:20])=[CH:18][CH:17]=[C:3]([C:1]#[N:2])[C:4]1=[O:5]. Procedure: To a solution of 2-cyano-N-(2,4-difluorophenyl)acetamide (5.5 g, 28 mmol) and (3E)-4-methoxybut-3-en-2-one (3.65 g, 36.5 mmol) in dimethyleneglycol monomethylether (50 mL) was added 1,4-diazabicyclo[2.2.2]octane (3.14 g, 28 mmol), and the mixture was stirred at 120° C. for 12 hr. The reaction mixture was diluted with 2N hydrochloric acid, tetrahydrofuran and ethyl acetate, and extracted 3 times with ethyl acetate. The organic layer was washed with saturated brine, dried over anhydrous magnesium ...